From a dataset of the Open Reaction Database (ORD), a public repository of structured organic reaction records. describe an organic reaction: reactants, conditions, products, and yield The reactants are CCOc1cc(C=O)ccc1O, ClCCl, O=[N+]([O-])O. Yields the product CCOc1cc(C=O)cc([N+](=O)[O-])c1O. Reaction SMILES: [CH2:5]([CH3:6])[O:7][c:8]1[cH:9][c:10]([CH:11]=[O:12])[cH:13][cH:14][c:15]1[OH:16].[Cl:17][CH2:18][Cl:19].[OH:1][N+:2]([O-:3])=[O:4]>>[O-:1][N+:2](=[O:4])[c:14]1[cH:13][c:10]([CH:11]=[O:12])[cH:9][c:8]([O:7][CH2:5][CH3:6])[c:15]1[OH:16]. Starting materials: O1C(CCCC1)OCC#CC(=O)C=1N=CN(C1)C(C1=CC=CC=C1)(C1=CC=CC=C1)C1=CC=CC=C1 (4-(Tetrahydro-2H-pyran-2-yloxy)-1-(1-trityl-1H-imidazol-4-yl)-2-butyn-1-one). The reagents and catalysts are [C].[Pd] (Palladium carbon). Run in C(C)(=O)OCC (ethyl acetate), O1CCCC1 (tetrahydrofuran). Reaction conditions: time 3 hour. The product is O1C(CCCC1)OCCCC(=O)C=1N=CN(C1)C(C1=CC=CC=C1)(C1=CC=CC=C1)C1=CC=CC=C1 (4-(tetrahydro-2H-pyran-2-yloxy)-1-(1-trityl-1H-imidazol-4-yl)butan-1-one). Isolated yield 95.5%. RXN SMILES: [O:1]1[CH2:6][CH2:5][CH2:4][CH2:3][CH:2]1[O:7][CH2:8][C:9]#[C:10][C:11]([C:13]1[N:14]=[CH:15][N:16]([C:18]([C:31]2[CH:36]=[CH:35][CH:34]=[CH:33][CH:32]=2)([C:25]2[CH:30]=[CH:29][CH:28]=[CH:27][CH:26]=2)[C:19]2[CH:24]=[CH:23][CH:22]=[CH:21][CH:20]=2)[CH:17]=1)=[O:12]>C(OCC)(=O)C.O1CCCC1.[C].[Pd]>[O:1]1[CH2:6][CH2:5][CH2:4][CH2:3][CH:2]1[O:7][CH2:8][CH2:9][CH2:10][C:11]([C:13]1[N:14]=[CH:15][N:16]([C:18]([C:19]2[CH:24]=[CH:23][CH:22]=[CH:21][CH:20]=2)([C:31]2[CH:32]=[CH:33][CH:34]=[CH:35][CH:36]=2)[C:25]2[CH:26]=[CH:27][CH:28]=[CH:29][CH:30]=2)[CH:17]=1)=[O:12] |f:3.4|. Procedure details: 4-(Tetrahydro-2H-pyran-2-yloxy)-1-(1-trityl-1H-imidazol-4-yl)-2-butyn-1-one (29.63 g) was dissolved in a mixture of ethyl acetate (200 ml) and tetrahydrofuran (800 ml). 10% Palladium carbon (2.6 g) was added and the mixture was stirred at room temperature for 3 h under a hydrogen atmosphere. 10% Palladium carbon was removed by filtration and the filtrate was concentrated under reduced pressure. The residue was purified by silica gel column chromatography (eluent; ethyl acetate) to give the title...